From a dataset of the Open Reaction Database (ORD), a public repository of structured organic reaction records. describe an organic reaction: reactants, conditions, products, and yield Reactants: Cl.NC1=C(SC(=C1)Cl)S(=O)(=O)N (3-amino-5-chlorothiophene-2-sulfonamide hydrochloride), C1(CC1)N=C=S (cyclopropyl isothiocyanate). Product: ClC1=CC=2NC(=NS(C2S1)(=O)=O)NC1CC1 (6-Chloro-3-cyclopropylamino-4H-thieno[3,2-e]-1,2,4-thiadiazine 1,1-dioxide). Reaction SMILES: Cl.[NH2:2][C:3]1[CH:7]=[C:6]([Cl:8])[S:5][C:4]=1[S:9]([NH2:12])(=[O:11])=[O:10].[CH:13]1([N:16]=[C:17]=S)[CH2:15][CH2:14]1>>[Cl:8][C:6]1[S:5][C:4]2[S:9](=[O:10])(=[O:11])[N:12]=[C:17]([NH:16][CH:13]3[CH2:15][CH2:14]3)[NH:2][C:3]=2[CH:7]=1 |f:0.1|. Procedure details: The title compound was prepared from 3-amino-5-chlorothiophene-2-sulfonamide hydrochloride and cyclopropyl isothiocyanate by a procedure analogous to the procedure described in example 3Bc-d; mp 272°-273° C.; 1H-NMR (DMSO-d6 ): δ 0.55 (m, 2H), 0.78 (m, 2H), 2.6 (m, 1H), 7.10 (s, 1H), 7.88 (br. s, 1H), 10.95 (br. s, 1H). The reactants are C1(=CC=CC=C1)[C@@H]1NC(N[C@@H]1C1=CC=CC=C1)=S (cis-4,5-Diphenylimidazolidine-2-thione), FC(C1=CC=C(CCl)C=C1)(F)F (4-trifluoromethylbenzyl chloride). Solvent: CCO (EtOH). The product is Cl.FC(C1=CC=C(CSC=2N[C@@H]([C@@H](N2)C2=CC=CC=C2)C2=CC=CC=C2)C=C1)(F)F (2-[(4-Trifluoromethylbenzyl)thio]-cis-4,5-diphenyl-4,5-dihydro-1H-imidazole hydrochloride). Isolated yield 74.3%. As a reaction SMILES: [C:1]1([C@H:7]2[C@@H:11]([C:12]3[CH:17]=[CH:16][CH:15]=[CH:14][CH:13]=3)[NH:10][C:9](=[S:18])[NH:8]2)[CH:6]=[CH:5][CH:4]=[CH:3][CH:2]=1.[F:19][C:20]([F:30])([F:29])[C:21]1[CH:28]=[CH:27][C:24]([CH2:25][Cl:26])=[CH:23][CH:22]=1>CCO>[ClH:26].[F:19][C:20]([F:29])([F:30])[C:21]1[CH:28]=[CH:27][C:24]([CH2:25][S:18][C:9]2[NH:8][C@H:7]([C:1]3[CH:2]=[CH:3][CH:4]=[CH:5][CH:6]=3)[C@H:11]([C:12]3[CH:13]=[CH:14][CH:15]=[CH:16][CH:17]=3)[N:10]=2)=[CH:23][CH:22]=1 |f:3.4|. Reported procedure: A mixture of intermediate 25 (200 mg, 0.786 mmol) and 4-trifluoromethylbenzyl chloride (0.232 mL, 1.57 mmol) in abs. EtOH (2 mL) is heated at 95° C. for 24 h. The reaction mixture is cooled to RT, evaporated to dryness, and the residue suspended in Et2O. The insoluble material is filtered to give 262 mg of the product 228. 1H NMR (DMSO-d6) δ 11.42 (s, 2 H), 7.95-7.90 (m, 4 H), 7.15-6.90 (m, 6 H), 6.90-6.65 (m, 4 H), 5.77 (s, 2 H), 4.92 (s, 2 H); MS: m/z 413 (M++1). The reactants are O=C([O-])[O-], COc1ccc(C2Sc3ccccc3N(CCN(C)C)C(=O)C2O)cc1, CC(C)=O, [K+], [K+], O=C(Cl)c1ccc([N+](=O)[O-])cc1. Yields the product COc1ccc(C2Sc3ccccc3N(CCN(C)C)C(=O)C2OC(=O)c2ccc([N+](=O)[O-])cc2)cc1. RXN SMILES: [C:27](=[O:28])([O-:29])[O-:30].[CH3:1][O:2][c:3]1[cH:4][cH:5][c:6]([CH:9]2[S:10][c:11]3[c:12]([cH:23][cH:24][cH:25][cH:26]3)[N:13]([CH2:18][CH2:19][N:20]([CH3:21])[CH3:22])[C:14](=[O:17])[CH:15]2[OH:16])[cH:7][cH:8]1.[CH3:45][C:46](=[O:47])[CH3:48].[K+:31].[K+:32].[N+:33](=[O:34])([O-:35])[c:36]1[cH:37][cH:38][c:39]([C:40](=[O:41])[Cl:42])[cH:43][cH:44]1>>[CH3:1][O:2][c:3]1[cH:4][cH:5][c:6]([CH:9]2[S:10][c:11]3[c:12]([cH:23][cH:24][cH:25][cH:26]3)[N:13]([CH2:18][CH2:19][N:20]([CH3:21])[CH3:22])[C:14](=[O:17])[CH:15]2[O:16][C:40]([c:39]2[cH:38][cH:37][c:36]([N+:33](=[O:34])[O-:35])[cH:44][cH:43]2)=[O:41])[cH:7][cH:8]1. Reactants: ICC1CCCC1 (iodomethylcyclopentane), C(C)(C)[N-]C(C)C.[Li+] (lithium diisopropylamide), FC(OC1=CC=C(C=C1)CC(=O)O)(F)F ((4-trifluoromethoxy-phenyl)-acetic acid). Solvent: CN1C(N(CCC1)C)=O (1,3-dimethyl-3,4,5,6-tetrahydro-2(1H)-pyrimidinone), O1CCCC1.CN1C(N(CCC1)C)=O (tetrahydrofuran 1,3-dimethyl-3,4,5,6-tetrahydro-2(1H)-pyrimidinone). Conditions: temperature -78 celsius, time 45 minute. The product is hexanes ethyl acetate, C1(CCCC1)CC(C(=O)O)C1=CC=C(C=C1)OC(F)(F)F (3-cyclopentyl-2-(4-trifluoromethoxy-phenyl)-propionic acid). The yield is 30.3%. Reaction SMILES: C([N-]C(C)C)(C)C.[Li+].[F:9][C:10]([F:23])([F:22])[O:11][C:12]1[CH:17]=[CH:16][C:15]([CH2:18][C:19]([OH:21])=[O:20])=[CH:14][CH:13]=1.I[CH2:25][CH:26]1[CH2:30][CH2:29][CH2:28][CH2:27]1>O1CCCC1.CN1CCCN(C)C1=O.CN1CCCN(C)C1=O>[CH:26]1([CH2:25][CH:18]([C:15]2[CH:14]=[CH:13][C:12]([O:11][C:10]([F:22])([F:23])[F:9])=[CH:17][CH:16]=2)[C:19]([OH:21])=[O:20])[CH2:30][CH2:29][CH2:28][CH2:27]1 |f:0.1,4.5|. Reported procedure: A solution of freshly prepared lithium diisopropylamide (23 mL of a 0.31M stock solution, 7.13 mmol) cooled to −78° C. was treated with (4-trifluoromethoxy-phenyl)-acetic acid (0.74 g, 3.39 mmol) in tetrahydrofuran/1,3-dimethyl-3,4,5,6-tetrahydro-2(1H)-pyrimidinone (8.5 mL, 3:1). The resulting solution was stirred at −78° C. for 45 min. At this time, the reaction was treated with a solution of iodomethylcyclopentane (0.78 g, 3.73 mmol) in 1,3-dimethyl-3,4,5,6-tetrahydro-2(1H)-pyrimidinone (1 mL)... Reaction SMILES: [C:1]([CH3:2])(=[O:3])[NH:4][c:5]1[s:6][cH:7][c:8]([CH2:10][CH2:11][c:12]2[c:13]([F:31])[cH:14][c:15]([CH2:16][NH:17][C:18](=[O:19])[NH:20][NH:21][C:22]([O:23][C:24]([CH3:25])([CH3:26])[CH3:27])=[O:28])[cH:29][cH:30]2)[n:9]1.[ClH:38].[O:32]1[CH2:33][CH2:34][O:35][CH2:36][CH2:37]1.[O:39]1[CH2:40][CH2:41][O:42][CH2:43][CH2:44]1>>[C:1]([CH3:2])(=[O:3])[NH:4][c:5]1[s:6][cH:7][c:8]([CH2:10][CH2:11][c:12]2[c:13]([F:31])[cH:14][c:15]([CH2:16][NH:17][C:18](=[O:19])[NH:20][NH2:21])[cH:29][cH:30]2)[n:9]1.[ClH:38]. Reactants: CC(=O)Nc1nc(CCc2ccc(CNC(=O)NNC(=O)OC(C)(C)C)cc2F)cs1, Cl, C1COCCO1, C1COCCO1. Yields the product CC(=O)Nc1nc(CCc2ccc(CNC(=O)NN)cc2F)cs1, Cl. Reactants: C1(CC1)C1=NC=2C(=CC=C(C2C(=C1CC1=CC=C(C=C1)N1N=CC=C1)C)O)F (2-cyclopropyl-8-fluoro-4-methyl-3-(4-pyrazol-1-ylbenzyl)quinolin-5-ol), CN(C=O)C (N,N-dimethylformamide), C([O-])([O-])=O.[K+].[K+] (potassium carbonate), COC([C@@H](C)Cl)=O ((R)-2-chloropropionic acid methyl ester). Run in O (water). Run at temperature 40 celsius, time 3 day. Product: COC([C@H](C)OC1=C2C(=C(C(=NC2=C(C=C1)F)C1CC1)CC1=CC=C(C=C1)N1N=CC=C1)C)=O ((S)-2-[2-cyclopropyl-8-fluoro-4-methyl-3-(4-pyrazol-1-ylbenzyl)quinolin-5-yloxy]propionic acid methyl ester). Yield: 41.9%. Reaction SMILES: [CH:1]1([C:4]2[C:13]([CH2:14][C:15]3[CH:20]=[CH:19][C:18]([N:21]4[CH:25]=[CH:24][CH:23]=[N:22]4)=[CH:17][CH:16]=3)=[C:12]([CH3:26])[C:11]3[C:10]([OH:27])=[CH:9][CH:8]=[C:7]([F:28])[C:6]=3[N:5]=2)[CH2:3][CH2:2]1.CN(C)C=O.C(=O)([O-])[O-].[K+].[K+].[CH3:40][O:41][C:42](=[O:46])[C@H:43](Cl)[CH3:44]>O>[CH3:40][O:41][C:42](=[O:46])[C@@H:43]([O:27][C:10]1[CH:9]=[CH:8][C:7]([F:28])=[C:6]2[C:11]=1[C:12]([CH3:26])=[C:13]([CH2:14][C:15]1[CH:20]=[CH:19][C:18]([N:21]3[CH:25]=[CH:24][CH:23]=[N:22]3)=[CH:17][CH:16]=1)[C:4]([CH:1]1[CH2:2][CH2:3]1)=[N:5]2)[CH3:44] |f:2.3.4|. Procedure details: A mixture of 2-cyclopropyl-8-fluoro-4-methyl-3-(4-pyrazol-1-ylbenzyl)quinolin-5-ol (0.064 g), N,N-dimethylformamide (0.86 mL), potassium carbonate (0.071 g) and (R)-2-chloropropionic acid methyl ester (0.032 g) was stirred at 40° C. for 3 days. The mixture was cooled to 0° C., diluted with water (40 mL) and extracted with ethyl acetate (3×10 mL). The combined extracts were washed saturated aqueous sodium chloride solution, dried over magnesium sulfate and concentrated under reduced pressure. Pur...